This data is from the Open Reaction Database (ORD), a public repository of structured organic reaction records. The task is: describe an organic reaction: reactants, conditions, products, and yield Reactants: O=CO, O=[N+]([O-])S(=O)(=O)c1ccccc1. Yields the product NS(=O)(=O)c1ccccc1. RXN SMILES: [CH:13]([OH:14])=[O:15].[N+:1]([O-:2])(=[O:3])[S:4](=[O:5])(=[O:6])[c:7]1[cH:8][cH:9][cH:10][cH:11][cH:12]1>>[NH2:1][S:4](=[O:5])(=[O:6])[c:7]1[cH:8][cH:9][cH:10][cH:11][cH:12]1. Starting materials: ClC=1C=C(C=CC1)C(C)=O (3′-chloroacetophenone), C(#N)CC(=O)OCC (ethyl cyanoacetate), C(#N)CC(=O)OCC (ethyl cyanoacetate), C(C)(=O)[O-].[NH4+] (ammonium acetate). Solvent: C1=CC=CC=C1 (benzene), C(C)(=O)O (acetic acid), C(C)(=O)OCC (ethyl acetate), C(C)(=O)O (acetic acid). Conditions: time 10 hour. Yields the product C(C)OC(C(=C(C)C1=CC(=CC=C1)Cl)C#N)=O (3-(3-Chlorophenyl)-2-cyano-but-2-enoic acid ethyl ester). Isolated yield 60.0%. RXN SMILES: [Cl:1][C:2]1[CH:3]=[C:4]([C:8](=O)[CH3:9])[CH:5]=[CH:6][CH:7]=1.[C:11]([CH2:13][C:14]([O:16][CH2:17][CH3:18])=[O:15])#[N:12].C([O-])(=O)C.[NH4+]>C(OCC)(=O)C.C(O)(=O)C.C1C=CC=CC=1>[CH2:17]([O:16][C:14](=[O:15])[C:13]([C:11]#[N:12])=[C:8]([C:4]1[CH:5]=[CH:6][CH:7]=[C:2]([Cl:1])[CH:3]=1)[CH3:9])[CH3:18] |f:2.3|. Procedure details: A mixture of 3′-chloroacetophenone (50 mmol), ethyl cyanoacetate (50 mmol), acetic acid (1.14 mL) ammonium acetate (400 mg), and benzene (50 mL) was heated to reflux in a Dean-Stark apparatus. After approximately 10 hours, additional ethyl cyanoacetate (50 mmol), acetic acid (1.14 mL), and ammonium acetate (400 mg) are added. After an additional 10 hours, the reaction was cooled to room temperature, diluted with ethyl acetate (30 mL), washed with water (240 mL), brine (40 mL), and dried (Na2SO4)... The reactants are [Br-], C1CCOC1, CS(=O)(=O)Cc1ccc(Oc2cccc(C#N)c2C#N)cc1, [Li+]. The product is N#Cc1cccc(Oc2ccc(CBr)cc2)c1C#N. Reaction SMILES: [Br-:23].[CH2:25]1[O:26][CH2:27][CH2:28][CH2:29]1.[CH3:1][S:2](=[O:3])(=[O:4])[CH2:5][c:6]1[cH:7][cH:8][c:9]([O:10][c:11]2[c:12]([C:19]#[N:20])[c:13]([C:14]#[N:15])[cH:16][cH:17][cH:18]2)[cH:21][cH:22]1.[Li+:24]>>[CH2:5]([c:6]1[cH:7][cH:8][c:9]([O:10][c:11]2[c:12]([C:19]#[N:20])[c:13]([C:14]#[N:15])[cH:16][cH:17][cH:18]2)[cH:21][cH:22]1)[Br:23]. The reactants are C(C)OP(OCC)(=O)CCNCC1=C(C(C1=O)=O)OCC ([2-[(2-ethoxy-3,4-dioxo-1-cyclobuten-1-yl)methylamino]ethyl]phosphonic acid diethyl ester), N (ammonia). Run at time 18 hour. Product: C(C)OP(OCC)(=O)CCNCC1=C(C(C1=O)=O)N ([2-[(2-amino-3,4-dioxo-1-cyclobuten-1-yl)methylamino]ethyl]phosphonic acid diethyl ester). The yield is 77.0%. Reaction SMILES: [CH2:1]([O:3][P:4]([CH2:9][CH2:10][NH:11][CH2:12][C:13]1[C:16](=[O:17])[C:15](=[O:18])[C:14]=1OCC)(=[O:8])[O:5][CH2:6][CH3:7])[CH3:2].[NH3:22]>>[CH2:1]([O:3][P:4]([CH2:9][CH2:10][NH:11][CH2:12][C:13]1[C:16](=[O:17])[C:15](=[O:18])[C:14]=1[NH2:22])(=[O:8])[O:5][CH2:6][CH3:7])[CH3:2]. Procedure details: An ethanolic solution (40 ml) of [2-[(2-ethoxy-3,4-dioxo-1-cyclobuten-1-yl)methylamino]ethyl]phosphonic acid diethyl ester (3.00 g, 9.40 mmol) was combined with ethanolic ammonia solution (70 mL) and left for 18 hours. After concentrating in vacuo, the solid was recrystallized twice from methanol in ethyl acetate (final volume=50 mL) to yield [2-[(2-amino-3,4-dioxo-1-cyclobuten-1-yl)methylamino]ethyl]phosphonic acid diethyl ester as a solid (2.10 g, 77%, mp 130°-132° C.); IR (KBr, cm-1): 3320, 3... Reaction conditions: time 3 hour. Isolated yield 92.8%. As a reaction SMILES: [F:1][C:2]1[CH:3]=[CH:4][C:5]([N+:10]([O-:12])=[O:11])=[C:6]([CH2:8]O)[CH:7]=1.C1(P(C2C=CC=CC=2)C2C=CC=CC=2)C=CC=CC=1.C(Br)(Br)(Br)[Br:33]>C(Cl)Cl>[Br:33][CH2:8][C:6]1[CH:7]=[C:2]([F:1])[CH:3]=[CH:4][C:5]=1[N+:10]([O-:12])=[O:11]. Starting materials: FC=1C=CC(=C(C1)CO)[N+](=O)[O-] ((5-Fluoro-2-nitrophenyl) methanol), C1(=CC=CC=C1)P(C1=CC=CC=C1)C1=CC=CC=C1 (triphenylphosphine), C(Br)(Br)(Br)Br (carbon tetrabromide). Reported procedure: To a solution of (5-Fluoro-2-nitrophenyl) methanol (0.3 g, 1.75 mmol) in methylene chloride (5 mL0 was added triphenylphosphine (0.52 g, 2.01 mmol) and carbon tetrabromide (0.66 g, 2.01 mmol). After 3 hours, the reaction was concentrated and chromatographed using 3:1 hexane:ethyl acetate as eluant to provide 0.38 g (93%) of the desired product as white crystals. mp 38-41° C. Anal Calc'd for C7H5N3O2FBr: C, 35.93; H, 2.15; N, 5.99. Found: C, 35.97; H, 2.12; N, 5.91. Product: BrCC1=C(C=CC(=C1)F)[N+](=O)[O-] (2-(Bromomethyl)-4-fluoro-1-nitrobenzene). The solvent is C(Cl)Cl (methylene chloride). Starting materials: CCC(=O)O, COCc1nnc(S)n1C. The product is CCc1nnc(S)n1C. As a reaction SMILES: [CH3:11][CH2:12][C:13](=[O:14])[OH:15].[CH3:1][n:2]1[c:3]([SH:10])[n:4][n:5][c:6]1[CH2:7][O:8][CH3:9]>>[CH3:1][n:2]1[c:3]([SH:10])[n:4][n:5][c:6]1[CH2:7][CH3:11]. Yields the product O=C(NC1(CC1)c2cccc(c2)c3nc(cs3)C(=O)Nc4ccccc4N5CCNCC5)OCc6ccccc6, Brc1nc(cs1)C(=O)Nc2ccccc2N3CCNCC3, c1ccc(-c2ccccc2)cc1. The reagents and catalysts are CCN=P(N=P(N(C)C)(N(C)C)N(C)C)(N(C)C)N(C)C (P2-Et), CC(C)c1cc(C(C)C)c(-c2ccccc2[PH](C(C)(C)C)(C(C)(C)C)[Pd]2(OS(C)(=O)=O)Nc3ccccc3-c3ccccc32)c(C(C)C)c1 (tBuXphos G3). Starting materials: Brc1nc(cs1)C(=O)Nc2ccccc2N3CCNCC3, CC1(C)OB(OC1(C)C)c2cccc(c2)C3(CC3)NC(=O)OCc4ccccc4. Run in CS(C)=O (DMSO), O (water), CS(C)=O (DMSO), CS(C)=O (DMSO), CS(C)=O (DMSO). Reaction conditions: time 22 hour. Starting materials: CC1=CC=CC(=N1)NC1=NC=CC=C1 (6-methyl-N-pyridin-2-ylpyridin-2-amine), BrC1=NC=CC=C1 (2-bromopyridine), C([O-])([O-])=O.[Na+].[Na+] (sodium carbonate), [Br-].[K+] (potassium bromide). The reagents and catalysts are [Cu] (copper bronze). Run in O (water). Reaction conditions: time 10 hour. Product: CC1=CC=CC(=N1)N(C1=NC=CC=C1)C1=NC=CC=C1 (6-Methyl-N,N-dipyridin-2-ylpyridin-2-amine). As a reaction SMILES: [CH3:1][C:2]1[N:7]=[C:6]([NH:8][C:9]2[CH:14]=[CH:13][CH:12]=[CH:11][N:10]=2)[CH:5]=[CH:4][CH:3]=1.Br[C:16]1[CH:21]=[CH:20][CH:19]=[CH:18][N:17]=1.C(=O)([O-])[O-].[Na+].[Na+].[Br-].[K+]>[Cu].O>[CH3:1][C:2]1[N:7]=[C:6]([N:8]([C:16]2[CH:21]=[CH:20][CH:19]=[CH:18][N:17]=2)[C:9]2[CH:14]=[CH:13][CH:12]=[CH:11][N:10]=2)[CH:5]=[CH:4][CH:3]=1 |f:2.3.4,5.6|. Procedure: To a flask were added 3.7 g of 6-methyl-N-pyridin-2-ylpyridin-2-amine, 9.4 g of 2-bromopyridine, 2.0 g of sodium carbonate, 0.05 g of copper bronze, 0.01 g of potassium bromide, and 5 ml of mesytylene. After stirring under nitrogen at 160 C for 10 hours, the mixture was cooled to 22 C, and 35 ml of water was added and the product was extracted with 75 ml ethyl acetate. After washing twice with 30 ml of water, the solvent was removed, and the product was purified by silica gel chromatography usin... Reactants: CCOCC (ether), CC1(CC(=C(CO1)C(=O)OC)OS(=O)(=O)C(F)(F)F)C (methyl 6,6-dimethyl-4-(trifluoromethylsulfonyloxy)-5,6-dihydro-2H-pyran-3-carboxylate), ClC1=CC=C(C=C1)B(O)O (4-chlorophenylboronic acid), C(=O)([O-])[O-].[Na+].[Na+] (Na2CO3). Reagents/catalysts: C=1C=CC(=CC1)[P](C=2C=CC=CC2)(C=3C=CC=CC3)[Pd]([P](C=4C=CC=CC4)(C=5C=CC=CC5)C=6C=CC=CC6)([P](C=7C=CC=CC7)(C=8C=CC=CC8)C=9C=CC=CC9)[P](C=1C=CC=CC1)(C=1C=CC=CC1)C=1C=CC=CC1 (Pd(Ph3P)4). Run in C1(=CC=CC=C1)C (toluene), C(C)O (ethanol). Product: ClC1=CC=C(C=C1)C1=C(COC(C1)(C)C)C(=O)OC (methyl 4-(4-chlorophenyl)-6,6-dimethyl-5,6-dihydro-2H-pyran-3-carboxylate). RXN SMILES: [CH3:1][C:2]1([CH3:20])[O:7][CH2:6][C:5]([C:8]([O:10][CH3:11])=[O:9])=[C:4](OS(C(F)(F)F)(=O)=O)[CH2:3]1.[Cl:21][C:22]1[CH:27]=[CH:26][C:25](B(O)O)=[CH:24][CH:23]=1.C([O-])([O-])=O.[Na+].[Na+].CCOCC>C1(C)C=CC=CC=1.C(O)C.C1C=CC([P]([Pd]([P](C2C=CC=CC=2)(C2C=CC=CC=2)C2C=CC=CC=2)([P](C2C=CC=CC=2)(C2C=CC=CC=2)C2C=CC=CC=2)[P](C2C=CC=CC=2)(C2C=CC=CC=2)C2C=CC=CC=2)(C2C=CC=CC=2)C2C=CC=CC=2)=CC=1>[Cl:21][C:22]1[CH:27]=[CH:26][C:25]([C:4]2[CH2:3][C:2]([CH3:20])([CH3:1])[O:7][CH2:6][C:5]=2[C:8]([O:10][CH3:11])=[O:9])=[CH:24][CH:23]=1 |f:2.3.4,^1:55,57,76,95|. Procedure details: To a solution of EXAMPLE 15B (2.88 g), 4-chlorophenylboronic acid (1.88 g) and Pd(Ph3P)4 (0.578 g) in toluene (40 mL) and ethanol (10 mL) was added 2N Na2CO3 (10 mL). The mixture was stirred at reflux overnight. The mixture was diluted ether (300 mL) and washed with water, brine and dried over Na2SO4. After evaporation of solvent, the residue was loaded on a column and eluted with 3% ethyl acetate in hexane to give the product. Starting materials: C(CCC)NC1CC(NC(C1)(C)C)(C)C (4-n-Butylamino-2,2,6,6-tetramethylpiperidine), ClC1=NC(=NC(=N1)Cl)N(CC)CC (2,4-dichloro-6-diethylamino-1,3,5-triazine), [OH-].[Na+] (sodium hydroxide). The solvent is C=1(C(=CC=CC1)C)C (xylene). Conditions: temperature 70 celsius. The product is CC1(NC(CC(C1)N(C1=NC(=NC(=N1)N(C1CC(NC(C1)(C)C)(C)C)CCCC)N(CC)CC)CCCC)(C)C)C (2,4-bis[N-(2,2,6,6-tetramethylpiperidin-4-yl)-n-butylamino]-6-diethylamino-1,3,5-triazine). The yield is 66.4%. As a reaction SMILES: [CH2:1]([NH:5][CH:6]1[CH2:11][C:10]([CH3:13])([CH3:12])[NH:9][C:8]([CH3:15])([CH3:14])[CH2:7]1)[CH2:2][CH2:3][CH3:4].Cl[C:17]1[N:22]=[C:21](Cl)[N:20]=[C:19]([N:24]([CH2:27][CH3:28])[CH2:25][CH3:26])[N:18]=1.[OH-].[Na+]>C1(C)C(C)=CC=CC=1>[CH3:12][C:10]1([CH3:13])[CH2:11][CH:6]([N:5]([CH2:1][CH2:2][CH2:3][CH3:4])[C:17]2[N:22]=[C:21]([N:5]([CH2:1][CH2:2][CH2:3][CH3:4])[CH:6]3[CH2:7][C:8]([CH3:14])([CH3:15])[NH:9][C:10]([CH3:13])([CH3:12])[CH2:11]3)[N:20]=[C:19]([N:24]([CH2:27][CH3:28])[CH2:25][CH3:26])[N:18]=2)[CH2:7][C:8]([CH3:14])([CH3:15])[NH:9]1 |f:2.3|. Procedure: 4-n-Butylamino-2,2,6,6-tetramethylpiperidine (31.7 g, 149 mmol) is added over 15 minutes to a suspension of 15.0 g (67.8 mmol) of the 2,4-dichloro-6-diethylamino-1,3,5-triazine, 150 ml of xylene, and 7.0 g of powdered sodium hydroxide that had been heated to 70° C. The reaction mixture is heated at reflux for 23 hours. Sodium chloride is removed by filtration, and the filtrate is concentrated to a viscous oil. Further concentration of the oil by Kugelrohr distillation (140°-50° C., 0.05 mm) yiel...